Task: describe an organic reaction: reactants, conditions, products, and yield. Dataset: the Open Reaction Database (ORD), a public repository of structured organic reaction records Starting materials: IC1=C2C=CC(=NC2=CC=C1)Cl (5-Iodo-2-chloroquinoline), N[C@@H]1CCC2=CC=CC=C12 ((R)-1-aminoindane). Yields the product [C@H]1(CCC2=CC=CC=C12)NC1=NC2=CC=CC(=C2C=C1)I ((R)-Indan-1-yl-(5-iodo-quinolin-2-yl)-amine), solid. Yield: 64.0%. Reaction SMILES: [I:1][C:2]1[CH:11]=[CH:10][CH:9]=[C:8]2[C:3]=1[CH:4]=[CH:5][C:6](Cl)=[N:7]2.[NH2:13][C@H:14]1[C:22]2[C:17](=[CH:18][CH:19]=[CH:20][CH:21]=2)[CH2:16][CH2:15]1>>[C@H:14]1([NH:13][C:6]2[CH:5]=[CH:4][C:3]3[C:8](=[CH:9][CH:10]=[CH:11][C:2]=3[I:1])[N:7]=2)[C:22]2[C:17](=[CH:18][CH:19]=[CH:20][CH:21]=2)[CH2:16][CH2:15]1. Reported procedure: 5-Iodo-2-chloroquinoline (CAS 455955-26-7, 5.0 g, 17 mmol) and (R)-1-aminoindane (4.75 g, 35 mmol) were stirred in a sealed tube at 120° C. for 2 days. The reaction mixture was purified by flash chromatography on silica gel (cyclohexane/ethyl acetate 100:0→80:20 gradient). (R)-Indan-1-yl-(5-iodo-quinolin-2-yl)-amine was obtained as a brown solid (4.30 g, 64%), MS: m/e=387.3 (M+H|). Starting materials: CS(=O)(=O)OCCC1CCC2=C(CC1)C(=C(C(=C2OC)OC)OC)OC (2-(1,2,3,4-tetramethoxy-6,7,8,9-tetrahydro-5H-benzo[a]cyclohepten-7-yl)ethyl methanesulfonate), [I-].[Na+] (sodium iodide), CC(=O)C (acetone). Run in O (water). Yields the product ICCC1CCC2=C(CC1)C(=C(C(=C2OC)OC)OC)OC (7-(2-Iodoethyl)-1,2,3,4-tetramethoxy-6,7,8,9-tetrahydro-5H-benzo[a]cycloheptene). Isolated yield 97.5%. RXN SMILES: CS(O[CH2:6][CH2:7][CH:8]1[CH2:14][CH2:13][C:12]2[C:15]([O:25][CH3:26])=[C:16]([O:23][CH3:24])[C:17]([O:21][CH3:22])=[C:18]([O:19][CH3:20])[C:11]=2[CH2:10][CH2:9]1)(=O)=O.[I-:27].[Na+].CC(C)=O>O>[I:27][CH2:6][CH2:7][CH:8]1[CH2:14][CH2:13][C:12]2[C:15]([O:25][CH3:26])=[C:16]([O:23][CH3:24])[C:17]([O:21][CH3:22])=[C:18]([O:19][CH3:20])[C:11]=2[CH2:10][CH2:9]1 |f:1.2|. Reported procedure: The mixture of 2-(1,2,3,4-tetramethoxy-6,7,8,9-tetrahydro-5H-benzo[a]cyclohepten-7-yl)ethyl methanesulfonate (3.12 g), sodium iodide (3.61 g), and acetone (40 ml) was heated under reflux for 1 hr. The reaction mixture was diluted with water and extracted with ethyl acetate. The organic layer was washed with 5% aqueous sodium sulfite, water, and saturated aqueous sodium chloride, and dried. The solvent was removed in vacuo to yield the entitled compound (3.29 g) as crystals. Reactants: CN(C)C=O, CC(C)(C)NO, O=C(O)C1CCC(C2CCCCC2)CC1, O=C(Cl)C(=O)Cl, Cl, [Na+], C1CCOC1, [OH-]. Yields the product CC(C)(C)N(O)C(=O)C1CCC(C2CCCCC2)CC1. As a reaction SMILES: [CH3:22][N:23]([CH3:24])[CH:25]=[O:26].[CH3:28][C:29]([CH3:30])([CH3:31])[NH:32][OH:33].[CH:1]1([CH:7]2[CH2:8][CH2:9][CH:10]([C:13](=[O:14])[OH:15])[CH2:11][CH2:12]2)[CH2:2][CH2:3][CH2:4][CH2:5][CH2:6]1.[Cl:16][C:17]([C:18]([Cl:19])=[O:20])=[O:21].[ClH:27].[Na+:40].[O:34]1[CH2:35][CH2:36][CH2:37][CH2:38]1.[OH-:39]>>[CH:1]1([CH:7]2[CH2:8][CH2:9][CH:10]([C:13](=[O:15])[N:32]([C:29]([CH3:28])([CH3:30])[CH3:31])[OH:33])[CH2:11][CH2:12]2)[CH2:2][CH2:3][CH2:4][CH2:5][CH2:6]1. The reactants are solution, C(CCC)[Li] (n-butyl lithium), CCCCCC (hexane), CP(OC)(OC)=O (dimethyl methylphosphonate), CC(C(=O)OC)CCCC (methyl 2-methylhexanoate), [Cl-].[NH4+] (ammonium chloride). Run in O (water), C1CCOC1 (THF), C1CCOC1 (THF). Conditions: temperature -78 celsius, time 30 minute. Product: CC(C(CP(OC)(OC)=O)=O)CCCC (dimethyl (3-methyl-2-oxoheptyl)phosphonate). RXN SMILES: [CH3:1][P:2](=[O:7])([O:5][CH3:6])[O:3][CH3:4].C([Li])CCC.CCCCCC.[CH3:19][CH:20]([CH2:25][CH2:26][CH2:27][CH3:28])[C:21](OC)=[O:22].[Cl-].[NH4+]>C1COCC1.O>[CH3:19][CH:20]([CH2:25][CH2:26][CH2:27][CH3:28])[C:21](=[O:22])[CH2:1][P:2](=[O:7])([O:5][CH3:6])[O:3][CH3:4] |f:4.5|. Procedure: A solution of dimethyl methylphosphonate (60 g, 485 mmol) in 600 ml THF was cooled to −78° C. and treated with a 2.5 M solution n-butyl lithium in hexane (194 mL, 485 mmol). After 30 min, the reaction was treated with a solution of methyl 2-methylhexanoate (14 g, 97 mmol) in THF (40 mL). The reaction was stirred for 1 h at −78° C. The reaction was treated with a saturated aqueous ammonium chloride solution (200 mL) and allowed to warm to ambient temperature. The solution was diluted with water a... The reactants are O1C2C1CCC=CCCC=CCC2 (1,2-epoxy-5,9-cyclododecadiene), [H][H] (hydrogen), ( 1 ). Reagents/catalysts: [Pd] (palladium). Yields the product O1C2C1CCCCCCCCCC2 (epoxycyclododecane), C1(CCCCCCCCCCC1)O (cyclododecanol), C1(CCCCCCCCCCC1)=O (cyclododecanone). RXN SMILES: [O:1]1[CH:3]2[CH2:4][CH2:5][CH:6]=[CH:7][CH2:8][CH2:9][CH:10]=[CH:11][CH2:12][CH2:13][CH:2]12.[H][H]>[Pd]>[O:1]1[CH:3]2[CH2:4][CH2:5][CH2:6][CH2:7][CH2:8][CH2:9][CH2:10][CH2:11][CH2:12][CH2:13][CH:2]12.[CH:2]1([OH:1])[CH2:13][CH2:12][CH2:11][CH2:10][CH2:9][CH2:8][CH2:7][CH2:6][CH2:5][CH2:4][CH2:3]1.[C:2]1(=[O:1])[CH2:13][CH2:12][CH2:11][CH2:10][CH2:9][CH2:8][CH2:7][CH2:6][CH2:5][CH2:4][CH2:3]1. Reported procedure: Further, Neftekhimiya, 16 (1), 114-119 (1976) discloses a catalytic reaction of 1,2-epoxy-5,9-cyclododecadiene with hydrogen in the presence of a palladium-carried catalyst at a reaction temperature of 140° C. under a hydrogen gas pressure of 8,106 kPa (80 atmospheres). In this reaction, epoxycyclododecane was produced in a yield of 49.5%, cyclododecanol in a yield of 33.3%, and cyclododecanone in a yield of 3.4%. Starting materials: C(C)(=O)N1C[C@H]([C@H](CC1)OCC1=CC(=CC(=C1)C(F)(F)F)C(F)(F)F)C1=CC=CC=C1 (cis-1-Acetyl-4-[[3,5-bis(trifluoromethyl)benzyl]oxy]-3-phenylpiperidine), C(C(=O)O)(=O)O (oxalic acid), CO (methanol). Solvent: C1CCOC1 (THF), B (borane). Conditions: temperature 80 celsius, time 2 hour. The product is C(C(=O)O)(=O)O.FC(C=1C=C(CO[C@@H]2[C@@H](CN(CC2)CC)C2=CC=CC=C2)C=C(C1)C(F)(F)F)(F)F (cis-4-[[3,5-Bis(trifluoromethyl)benzyl]oxy]-1-ethyl-3-phenylpiperidine oxalate). The yield is 61.0%. As a reaction SMILES: [C:1]([N:4]1[CH2:9][CH2:8][C@H:7]([O:10][CH2:11][C:12]2[CH:17]=[C:16]([C:18]([F:21])([F:20])[F:19])[CH:15]=[C:14]([C:22]([F:25])([F:24])[F:23])[CH:13]=2)[C@H:6]([C:26]2[CH:31]=[CH:30][CH:29]=[CH:28][CH:27]=2)[CH2:5]1)(=O)[CH3:2].CO.[C:34]([OH:39])(=[O:38])[C:35]([OH:37])=[O:36]>C1COCC1.B>[C:34]([OH:39])(=[O:38])[C:35]([OH:37])=[O:36].[F:25][C:22]([F:23])([F:24])[C:14]1[CH:13]=[C:12]([CH:17]=[C:16]([C:18]([F:21])([F:20])[F:19])[CH:15]=1)[CH2:11][O:10][C@H:7]1[CH2:8][CH2:9][N:4]([CH2:1][CH3:2])[CH2:5][C@H:6]1[C:26]1[CH:31]=[CH:30][CH:29]=[CH:28][CH:27]=1 |f:5.6|. Procedure details: To a solution of the compound (0.88 g) obtained in Example 2 in THF (10 ml), 1 M borane and THF complex (10 ml) was added at 0° C., and the reaction mixture was stirred at 80° C. for 2 hours. The reaction mixture was cooled, and then methanol (2 ml) was added thereto, and concentrated under reduced pressure. To the obtained residue, 6 N hydrogen chloride (6 ml) and methanol (6 ml) were added, and the reaction mixture was stirred at 100° C. for 2 hours. The reaction mixture was cooled, and then m... The reactants are C12C(C3CC(CC(C1)C3)C2)NC(=O)C=2C=NN(C2Cl)C2=CC=CC=C2 (5-chloro-1-phenyl-1H-pyrazole-4-carboxylic acid adamantan-2-ylamide), C12C(C3CC(CC(C1)C3)C2)NC(=O)C=2C=NN(C2Cl)C2=CC=CC=C2 (5-chloro-1-phenyl-1H-pyrazole-4-carboxylic acid adamantan-2-ylamide), N1[C@H](CO)CCC1 (L-prolinol). Product: C12C(C3CC(CC(C1)C3)C2)NC(=O)C=2C=NN(C2N2[C@@H](CCC2)CO)C2=CC=CC=C2 (5-((S)-2-Hydroxymethyl-pyrrolidin-1-y1)-1-phenyl- 1H-pyrazole-4-carboxylic acid adamantan-2-ylamide). As a reaction SMILES: [CH:1]12[CH2:10][CH:5]3[CH2:6][CH:7]([CH2:9][CH:3]([CH2:4]3)[CH:2]1[NH:11][C:12]([C:14]1[CH:15]=[N:16][N:17]([C:20]3[CH:25]=[CH:24][CH:23]=[CH:22][CH:21]=3)[C:18]=1Cl)=[O:13])[CH2:8]2.[NH:26]1[CH2:32][CH2:31][CH2:30][C@H:27]1[CH2:28][OH:29]>>[CH:1]12[CH2:10][CH:5]3[CH2:6][CH:7]([CH2:9][CH:3]([CH2:4]3)[CH:2]1[NH:11][C:12]([C:14]1[CH:15]=[N:16][N:17]([C:20]3[CH:25]=[CH:24][CH:23]=[CH:22][CH:21]=3)[C:18]=1[N:26]1[CH2:32][CH2:31][CH2:30][C@H:27]1[CH2:28][OH:29])=[O:13])[CH2:8]2. Procedure details: 5-((S)-2-Hydroxymethyl-pyrrolidin-1-y1)-1-phenyl- 1H-pyrazole-4-carboxylic acid adamantan-2-ylamide was prepared using Procedure A from 5-chloro-1-phenyl-1H-pyrazole-4-carboxylic acid adamantan-2-ylamide (Intermediate 3) and L-prolinol. Mass spectrum (ES) MH+=421. RXN SMILES: [Cl:40][CH2:41][Cl:42].[O:29]=[Cr:30]([Cl:31])([O-:32])=[O:33].[OH:1][CH2:2][C:3]1=[C:4]([c:23]2[cH:24][cH:25][cH:26][cH:27][cH:28]2)[C:5](=[O:22])[N:6]([C:9]([C:10](=[O:11])[O:12][CH2:13][c:14]2[cH:15][cH:16][cH:17][cH:18][cH:19]2)([CH3:20])[CH3:21])[CH2:7][O:8]1.[nH+:34]1[cH:35][cH:36][cH:37][cH:38][cH:39]1>>[O:1]=[CH:2][C:3]1=[C:4]([c:23]2[cH:24][cH:25][cH:26][cH:27][cH:28]2)[C:5](=[O:22])[N:6]([C:9]([C:10](=[O:11])[O:12][CH2:13][c:14]2[cH:15][cH:16][cH:17][cH:18][cH:19]2)([CH3:20])[CH3:21])[CH2:7][O:8]1. Reactants: ClCCl, O=[Cr](=O)([O-])Cl, CC(C)(C(=O)OCc1ccccc1)N1COC(CO)=C(c2ccccc2)C1=O, c1cc[nH+]cc1. Yields the product CC(C)(C(=O)OCc1ccccc1)N1COC(C=O)=C(c2ccccc2)C1=O. Reactants: Cl.CN(CCC(=O)C1=CC=C(C=C1)C(F)(F)F)C (3-dimethylamino-1-(4-trifluoromethyl-phenyl)-propan-1-one hydrochloride), COC(\C=C(\C)/N)=O (3-aminocrotonic acid methyl ester). Run in CC(=O)O (AcOH). Yields the product COC(C1=C(N=C(C=C1)C1=CC=C(C=C1)C(F)(F)F)C)=O (2-Methyl-6-(4-trifluoromethyl-phenyl)-nicotinic acid methyl ester). Reaction SMILES: Cl.CN(C)[CH2:4][CH2:5][C:6]([C:8]1[CH:13]=[CH:12][C:11]([C:14]([F:17])([F:16])[F:15])=[CH:10][CH:9]=1)=O.[CH3:19][O:20][C:21](=[O:26])/[CH:22]=[C:23](\[NH2:25])/[CH3:24]>CC(O)=O>[CH3:19][O:20][C:21](=[O:26])[C:22]1[CH:4]=[CH:5][C:6]([C:8]2[CH:9]=[CH:10][C:11]([C:14]([F:15])([F:16])[F:17])=[CH:12][CH:13]=2)=[N:25][C:23]=1[CH3:24] |f:0.1|. Reported procedure: 4.59 g (16.3 mmol) of the above prepared 3-dimethylamino-1-(4-trifluoromethyl-phenyl)-propan-1-one hydrochloride and 1.86 g (1.0 eq.) of 3-aminocrotonic acid methyl ester were dissolved in 50 ml of AcOH and heated to reflux for 4 h. After cooling, the bulk of the solvent was evaporated in vacuum, the residue dissolved in AcOEt, and washed with water and brine. Drying over sodium sulfate, evaporation of the solvents and flash chromatography (SiO2, hexane/AcOEt=8/2) delivered finally 2.40 g of the...